Dataset: the Open Reaction Database (ORD), a public repository of structured organic reaction records. Task: describe an organic reaction: reactants, conditions, products, and yield Reactants: ClC1=C(COC=2C(=NC=C(C2)C=2C=C3C=CNC3=CC2)N)C(=CC=C1)Cl (3-(2,6-Dichloro-benzyloxy)-5-(1H-indol-5-yl)-pyridin-2-ylamine), FC(C(=O)O)(F)F (trifluoroacetic-acid), CN1CCC(CC1)=O (1-methyl-4-piperidone). Solvent: C(C)(=O)O (acetic acid). Product: ClC1=C(COC=2C(=NC=C(C2)C=2C=C3C(=CNC3=CC2)C=2CCN(CC2)C)N)C(=CC=C1)Cl (3-(2,6-dichloro-benzyloxy)-5-[3-(1-methyl-1,2,3,6-tetrahydro-pyridin-4-yl)-1H-indol-5-yl]-pyridin-2-ylamine). The yield is 41.0%. RXN SMILES: [Cl:1][C:2]1[CH:25]=[CH:24][CH:23]=[C:22]([Cl:26])[C:3]=1[CH2:4][O:5][C:6]1[C:7]([NH2:21])=[N:8][CH:9]=[C:10]([C:12]2[CH:13]=[C:14]3[C:18](=[CH:19][CH:20]=2)[NH:17][CH:16]=[CH:15]3)[CH:11]=1.FC(F)(F)C(O)=O.[CH3:34][N:35]1[CH2:40][CH2:39][C:38](=O)[CH2:37][CH2:36]1>C(O)(=O)C>[Cl:1][C:2]1[CH:25]=[CH:24][CH:23]=[C:22]([Cl:26])[C:3]=1[CH2:4][O:5][C:6]1[C:7]([NH2:21])=[N:8][CH:9]=[C:10]([C:12]2[CH:13]=[C:14]3[C:18](=[CH:19][CH:20]=2)[NH:17][CH:16]=[C:15]3[C:38]2[CH2:39][CH2:40][N:35]([CH3:34])[CH2:36][CH:37]=2)[CH:11]=1. Reported procedure: To a solution of 3-(2,6-Dichloro-benzyloxy)-5-(1H-indol-5-yl)-pyridin-2-ylamine (example I-58, 200 mg, 0.52 mmol) in acetic acid (4 mL) and trifluoroacetic-acid (1 mL) was added 1-methyl-4-piperidone (0.32 mL, 2.6 mmol). The solution was refluxing for over night, and evaporated. The residue was dissolved in ethyl acetate, washed with saturated NaHCO3 and brine, dried over Na2SO4, and condensed. The crude product was purified on a silica gel column eluting with dichloromethane-methanol-triethyl a... Solvent: Cl.CO (hydrochloric acid methanol). As a reaction SMILES: [CH3:1][O:2][C:3]1[CH:16]=[CH:15][C:6]([C:7]([NH:9][C:10]2[S:11][CH2:12][CH2:13][N:14]=2)=[O:8])=[C:5]([O:17]COC)[CH:4]=1>Cl.CO>[OH:17][C:5]1[CH:4]=[C:3]([O:2][CH3:1])[CH:16]=[CH:15][C:6]=1[C:7]([NH:9][C:10]1[S:11][CH2:12][CH2:13][N:14]=1)=[O:8] |f:1.2|. Reactants: COC1=CC(=C(C(=O)NC=2SCCN2)C=C1)OCOC (2-(4-methoxy-2-methoxymethoxybenzoylamino)thiazoline). Yields the product OC1=C(C(=O)NC=2SCCN2)C=CC(=C1)OC (2-(2-hydroxy-4-methoxybenzoylamino)thiazoline). Procedure: To 8.87 g of the thus produced 2-(4-methoxy-2-methoxymethoxybenzoylamino)thiazoline was added 200 ml of aqueous hydrochloric acid-methanol, and the mixture was heated under reflux for 15 minutes. The solvent was distilled off in evacuated atomosphere, and to the residue was added saturated aqueous solution of sodium bicarbonate. The mixture was extracted with chloroform, and the extract was dried over anhydrous sodium sulfate. The solvent was distilled off in evacuated atomosphere and the residu... The reactants are BrBr, Brc1c(NC2=NCCN2)ccc2nc[nH]c12, CC(=O)O. Product: Brc1cc2nc[nH]c2c(Br)c1NC1=NCCN1. RXN SMILES: [Br:17][Br:18].[Br:1][c:2]1[c:3]([NH:11][C:12]2=[N:16][CH2:15][CH2:14][NH:13]2)[cH:4][cH:5][c:6]2[n:7][cH:8][nH:9][c:10]12.[C:19]([OH:20])(=[O:21])[CH3:22]>>[Br:1][c:2]1[c:3]([NH:11][C:12]2=[N:16][CH2:15][CH2:14][NH:13]2)[c:4]([Br:17])[cH:5][c:6]2[n:7][cH:8][nH:9][c:10]12.